From a dataset of the Open Reaction Database (ORD), a public repository of structured organic reaction records. describe an organic reaction: reactants, conditions, products, and yield The reactants are C1(=CC=CC=C1)O (phenol), CC1=CCC2CC1C2(C)C (α-pinene), C1(=CC=CC=C1)O (phenol), B(F)(F)F (boron trifluoride), CC1=CCC2CC1C2(C)C (α-pinene). The product is CC1=CCC2CC1C2(C)C.C1(=CC=CC=C1)O (α-pinene phenol). Yield: 97.0%. Reported procedure: Using the process of Example I, 60.1 parts of phenol in 269.2 parts of solvent, 1.5 parts diethyl ether complex of boron trifluoride and 189.9 parts of α-pinene (an α-pinene to phenol ratio of 2.2:1) were reacted to form an α-pinene-phenol resin in a 97% yield with a ring and ball softening point of 109° C. The resin had a color of 5+ on the Gardner scale. Reaction SMILES: [C:1]1([OH:7])[CH:6]=[CH:5][CH:4]=[CH:3][CH:2]=1.B(F)(F)F.[CH3:12][C:13]1[CH:18]2[C:19]([CH3:21])([CH3:20])[CH:16]([CH2:17]2)[CH2:15][CH:14]=1>>[CH3:12][C:13]1[CH:18]2[C:19]([CH3:21])([CH3:20])[CH:16]([CH2:17]2)[CH2:15][CH:14]=1.[C:1]1([OH:7])[CH:6]=[CH:5][CH:4]=[CH:3][CH:2]=1 |f:3.4|.